Dataset: the Open Reaction Database (ORD), a public repository of structured organic reaction records. Task: describe an organic reaction: reactants, conditions, products, and yield The reactants are CC(=O)N1CCCC(=O)c2ccc(Cl)cc2CCC1=O, Cl, C1CCOC1. Product: CC(=O)NCCCC(=O)c1ccc(Cl)cc1CCC(=O)O. RXN SMILES: [C:2]([CH3:3])(=[O:4])[N:5]1[C:6](=[O:21])[CH2:7][CH2:8][c:9]2[c:10]([cH:16][cH:17][c:18]([Cl:20])[cH:19]2)[C:11](=[O:15])[CH2:12][CH2:13][CH2:14]1.[ClH:1].[O:22]1[CH2:23][CH2:24][CH2:25][CH2:26]1>>[C:2]([CH3:3])(=[O:4])[NH:5][CH2:14][CH2:13][CH2:12][C:11]([c:10]1[c:9]([CH2:8][CH2:7][C:6]([OH:21])=[O:22])[cH:19][c:18]([Cl:20])[cH:17][cH:16]1)=[O:15].